From a dataset of the Open Reaction Database (ORD), a public repository of structured organic reaction records. describe an organic reaction: reactants, conditions, products, and yield The reactants are CCOC(=O)c1nn(-c2ccccc2Cl)c(-c2ccc(Cl)cc2)c1NCCNC(=O)OC(C)(C)C, CCO, [Cl-], Cl, [K+], [Na+], [OH-]. Yields the product CC(C)(C)OC(=O)NCCNc1c(C(=O)O)nn(-c2ccccc2Cl)c1-c1ccc(Cl)cc1. As a reaction SMILES: [CH2:1]([CH3:2])[O:3][C:4](=[O:5])[c:6]1[n:7][n:8](-[c:29]2[c:30]([Cl:35])[cH:31][cH:32][cH:33][cH:34]2)[c:9](-[c:22]2[cH:23][cH:24][c:25]([Cl:28])[cH:26][cH:27]2)[c:10]1[NH:11][CH2:12][CH2:13][NH:14][C:15](=[O:16])[O:17][C:18]([CH3:19])([CH3:20])[CH3:21].[CH3:39][CH2:40][OH:41].[Cl-:42].[ClH:38].[K+:37].[Na+:43].[OH-:36]>>[O:3]=[C:4]([OH:5])[c:6]1[n:7][n:8](-[c:29]2[c:30]([Cl:35])[cH:31][cH:32][cH:33][cH:34]2)[c:9](-[c:22]2[cH:23][cH:24][c:25]([Cl:28])[cH:26][cH:27]2)[c:10]1[NH:11][CH2:12][CH2:13][NH:14][C:15](=[O:16])[O:17][C:18]([CH3:19])([CH3:20])[CH3:21]. Starting materials: CN(/C=C/C(=O)C1=NN(C=CC1=O)C1=CC=C(C=C1)OC(F)(F)F)C (3-((E)-3-Dimethylamino-acryloyl)-1-(4-trifluoromethoxy-phenyl)-1H-pyridazin-4-one), FC(OC=1C=C(C=CC1)NN)(F)F (3-trifluoromethoxy-phenylhydrazine). Yields the product FC(OC1=CC=C(C=C1)N1N=C(C(C=C1)=O)C=1N(N=CC1)C1=CC(=CC=C1)OC(F)(F)F)(F)F (1-(4-Trifluoromethoxy-phenyl)-3-[2-(3-trifluoromethoxy-phenyl)-2H-pyrazol-3-yl]-1H-pyridazin-4-one). RXN SMILES: CN(C)/[CH:3]=[CH:4]/[C:5]([C:7]1[C:12](=[O:13])[CH:11]=[CH:10][N:9]([C:14]2[CH:19]=[CH:18][C:17]([O:20][C:21]([F:24])([F:23])[F:22])=[CH:16][CH:15]=2)[N:8]=1)=O.[F:26][C:27]([F:38])([F:37])[O:28][C:29]1[CH:30]=[C:31]([NH:35][NH2:36])[CH:32]=[CH:33][CH:34]=1>>[F:24][C:21]([F:22])([F:23])[O:20][C:17]1[CH:18]=[CH:19][C:14]([N:9]2[CH:10]=[CH:11][C:12](=[O:13])[C:7]([C:5]3[N:35]([C:31]4[CH:32]=[CH:33][CH:34]=[C:29]([O:28][C:27]([F:37])([F:38])[F:26])[CH:30]=4)[N:36]=[CH:3][CH:4]=3)=[N:8]2)=[CH:15][CH:16]=1. Procedure: The product was obtained starting from 3-((E)-3-Dimethylamino-acryloyl)-1-(4-trifluoromethoxy-phenyl)-1H-pyridazin-4-one (A-8) and 3-trifluoromethoxy-phenylhydrazine according to the method described for example 91. MS: M=483.2 (M+H)+ The reactants are CC(C#C/C=C/CN(C)CC1=NC=CC(=C1)C(=O)OCC)(C)C ((E)-N-(6,6-dimethyl-2-hepten-4-ynyl)-N-methyl-4-ethoxycarbonyl-2-pyridylmethylamine), CC(C#C/C=C/CN(CC)CC1=CC(=NO1)C(=O)OCC)(C)C ((E)-N-(6,6-dimethyl-2-hepten-4-ynyl)-N-ethyl-3-ethoxycarbonyl-5-isoxazolylmethylamine), CC1=CC(=NO1)C(=O)OCC (ethyl 5-methylisoxazole-3-carboxylate), BrN1C(CCC1=O)=O (N-bromosuccinimide), C(C)NC\C=C\C#CC(C)(C)C ((E)-N-ethyl-6,6-dimethyl-2-hepten-4-ynylamine). Product: CC(C#C/C=C/CN(CC)C1=CC(=NO1)C=O)(C)C ((E)-N-(6,6-dimethyl-2-hepten-4-ynyl)-N-ethyl-3-formyl-5-isoxazolylamine). Reaction SMILES: [CH3:1][C:2]([CH3:23])([CH3:22])[C:3]#[C:4]/[CH:5]=[CH:6]/[CH2:7][N:8]([CH2:10][C:11]1C=C(C(OCC)=O)C=CN=1)C.CC(C)(C)C#C/C=C/CN(C[C:35]1[O:39][N:38]=[C:37]([C:40]([O:42]CC)=O)[CH:36]=1)CC.CC1ON=C(C(OCC)=O)C=1.BrN1C(=O)CCC1=O.C(NC/C=C/C#CC(C)(C)C)C>>[CH3:1][C:2]([CH3:22])([CH3:23])[C:3]#[C:4]/[CH:5]=[CH:6]/[CH2:7][N:8]([C:35]1[O:39][N:38]=[C:37]([CH:40]=[O:42])[CH:36]=1)[CH2:10][CH3:11]. Procedure details: The same reaction as in Referential Example 49 is carried out except that instead of the starting (E)-N-(6,6-dimethyl-2-hepten-4-ynyl)-N-methyl-4-ethoxycarbonyl-2-pyridylmethylamine, (E)-N-(6,6-dimethyl-2-hepten-4-ynyl)-N-ethyl-3-ethoxycarbonyl-5-isoxazolylmethylamine [synthesized by brominating ethyl 5-methylisoxazole-3-carboxylate with N-bromosuccinimide and condensing the brominated product with (E)-N-ethyl-6,6-dimethyl-2-hepten-4-ynylamine] is used, (E)-N-(6,6-dimethyl-2-hepten-4-ynyl)-N-eth... Reaction conditions: time 4 hour. The solvent is C1CCOC1 (THF). Procedure: To a stirred solution of 2-(1-benzothiophene-3-yl)ethanol (890 mg, 5 mmol) in anhydrous THF (50 ml), triphenylphosphine (1.572 g, 6 mmol), iodine (1.518 g, 6 mmol) and imidazole (408 mg, 6 mmol) were added at room temperature. The reaction mixture was stirred at room temperature for 4 hrs and quenched with water. It was extracted with chloroform, washed well with 5% Na2S2O3 solution and the organic layer was dried over anhydrous MgSO4. It was filtered and concentrated. The residue was purified b... RXN SMILES: [S:1]1[C:5]2[CH:6]=[CH:7][CH:8]=[CH:9][C:4]=2[C:3]([CH2:10][CH2:11]O)=[CH:2]1.C1(P(C2C=CC=CC=2)C2C=CC=CC=2)C=CC=CC=1.[I:32]I.N1C=CN=C1>C1COCC1>[S:1]1[C:5]2[CH:6]=[CH:7][CH:8]=[CH:9][C:4]=2[C:3]([CH2:10][CH2:11][I:32])=[CH:2]1. Starting materials: S1C=C(C2=C1C=CC=C2)CCO (2-(1-benzothiophene-3-yl)ethanol), C1(=CC=CC=C1)P(C1=CC=CC=C1)C1=CC=CC=C1 (triphenylphosphine), II (iodine), N1C=NC=C1 (imidazole). Yields the product S1C=C(C2=C1C=CC=C2)CCI (2-(1-benzothiophene-3-yl)ethyl iodide).